From a dataset of the Open Reaction Database (ORD), a public repository of structured organic reaction records. describe an organic reaction: reactants, conditions, products, and yield Reactants: O=[O+][O-] (ozone), O=[O+][O-] (ozone), C(C=CC)C1C(C2=CC(=CC=C2C1(C)C)OC)=O ((RS)-2-(2-buten-1-yl)-6-methoxy-3,3-dimethyl-1-indanone). The solvent is ClCCl (dichloromethane), CO (methanol). Conditions: time 40 minute. The product is O=CCC1C(C2=CC(=CC=C2C1(C)C)OC)=O ((RS)-2-(2-oxoethyl)-6-methoxy-3,3-dimethyl-1-indanone). Isolated yield 89.0%. As a reaction SMILES: [O:1]=[O+][O-].[CH2:4]([CH:8]1[C:16]([CH3:18])([CH3:17])[C:15]2[C:10](=[CH:11][C:12]([O:19][CH3:20])=[CH:13][CH:14]=2)[C:9]1=[O:21])[CH:5]=CC>ClCCl.CO>[O:1]=[CH:5][CH2:4][CH:8]1[C:16]([CH3:18])([CH3:17])[C:15]2[C:10](=[CH:11][C:12]([O:19][CH3:20])=[CH:13][CH:14]=2)[C:9]1=[O:21]. Procedure: An ozone stream (3 g ozone/hour) was conducted for 40 minutes while stirring through a solution, cooled to -70°, of 5.86 g of (RS)-2-(2-buten-1-yl)-6-methoxy-3,3-dimethyl-1-indanone in 100 ml of anhydrous dichloromethane and 20 ml of anhydrous methanol. Subsequently, the solution was flushed with oxygen for 5 minutes and with argon for 10 minutes. After the addition of 2.64 ml of dimethyl sulfide the mixture was stirred at room temperature for 4 hours. The reaction mixture was evaporated in a va... The reactants are COC1=CC=C(C=C1C(=O)O)C(=O)N (6-methoxyisophthalamic acid), COC1=C(N)C=C(C=C1)OC (2,5-dimethoxyaniline). The product is COC1=C(C=C(C=C1)OC)NC(C=1C=C(C(=O)N)C=CC1OC)=O (3-N-(2,5-dimethoxyphenyl)-4-methoxyisophthalamide). RXN SMILES: [CH3:1][O:2][C:3]1[C:8]([C:9]([OH:11])=O)=[CH:7][C:6]([C:12]([NH2:14])=[O:13])=[CH:5][CH:4]=1.[CH3:15][O:16][C:17]1[CH:23]=[CH:22][C:21]([O:24][CH3:25])=[CH:20][C:18]=1[NH2:19]>>[CH3:15][O:16][C:17]1[CH:23]=[CH:22][C:21]([O:24][CH3:25])=[CH:20][C:18]=1[NH:19][C:9](=[O:11])[C:8]1[CH:7]=[C:6]([CH:5]=[CH:4][C:3]=1[O:2][CH3:1])[C:12]([NH2:14])=[O:13]. Procedure details: The captioned compound was synthesized from 6-methoxyisophthalamic acid and 2,5-dimethoxyaniline by the same procedure as in the manufacturing method described in step C of Example 1-3-1. The reactants are [I-].C[S+](=O)(C)C (trimethylsulphoxonium iodide), O (water), [H-].[Na+] (sodium hydride), C(C)C1(CCCC2=CC=CC=C12)CC(C(F)(F)F)=O (3-(1-ethyl-1,2,3,4-tetrahydro-1-naphthalenyl)-1,1,1-trifluoro-2-propanone), C(C)C1(CCCC2=CC=CC=C12)CC(C(F)(F)F)=O (3-(1-ethyl-1,2,3,4-tetrahydro-1-naphthalenyl)-1,1,1-trifluoro-2-propanone). Solvent: CS(=O)C (DMSO), CS(=O)C (DMSO), C1CCOC1 (THF). Conditions: time 2 hour. The product is C(C)C1(CCCC2=CC=CC=C12)CC1(OC1)C(F)(F)F (2-[(1-Ethyl-1,2,3,4-tetrahydro-1-naphthalenyl)methyl]-2-(trifluoromethyl)oxirane). As a reaction SMILES: [H-].[Na+].[I-].[CH3:4][S+](C)(C)=O.[CH2:9]([C:11]1([CH2:21][C:22](=[O:27])[C:23]([F:26])([F:25])[F:24])[C:20]2[C:15](=[CH:16][CH:17]=[CH:18][CH:19]=2)[CH2:14][CH2:13][CH2:12]1)[CH3:10].O>CS(C)=O.C1COCC1>[CH2:9]([C:11]1([CH2:21][C:22]2([C:23]([F:24])([F:26])[F:25])[CH2:4][O:27]2)[C:20]2[C:15](=[CH:16][CH:17]=[CH:18][CH:19]=2)[CH2:14][CH2:13][CH2:12]1)[CH3:10] |f:0.1,2.3|. Procedure: To a suspension of sodium hydride (74 mg of a 60% dispersion in mineral oil, 1.85 mmol) in DMSO (5 ml) was added a solution of trimethylsulphoxonium iodide (610 mg, 2.77 mmol) in DMSO (5 ml). After stirring at room temperature for 30 min a solution of 3-(1-ethyl-1,2,3,4-tetrahydro-1-naphthalenyl)-1,1,1-trifluoro-2-propanone (Intermediate 13) (500 mg, 1.85 mmol) in THF (3 ml) was added and the mixture was stirred at room temperature for 2 h. The reaction mixture was poured into water and extracte... Reactants: O (water), ClC1=C(OC2=C(C=CC=C2)O)C=C(C(=C1)F)NC(=O)OC (2-(2-chloro-4-fluoro-5-methoxycarbonylaminophenoxy)phenol), BrCC(=O)OC (methyl bromoacetate), C([O-])([O-])=O.[K+].[K+] (potassium carbonate). The solvent is CN(C=O)C (N,N-dimethylformamide). Run at time 1 hour. Yields the product ClC1=C(OC2=C(OCC(=O)OC)C=CC=C2)C=C(C(=C1)F)NC(=O)OC (methyl [2-(2-chloro-4-fluoro-5-methoxycarbonylaminophenoxy)phenoxy]acetate). As a reaction SMILES: [Cl:1][C:2]1[CH:15]=[C:14]([F:16])[C:13]([NH:17][C:18]([O:20][CH3:21])=[O:19])=[CH:12][C:3]=1[O:4][C:5]1[CH:10]=[CH:9][CH:8]=[CH:7][C:6]=1[OH:11].C(=O)([O-])[O-].[K+].[K+].Br[CH2:29][C:30]([O:32][CH3:33])=[O:31].O>CN(C)C=O>[Cl:1][C:2]1[CH:15]=[C:14]([F:16])[C:13]([NH:17][C:18]([O:20][CH3:21])=[O:19])=[CH:12][C:3]=1[O:4][C:5]1[CH:10]=[CH:9][CH:8]=[CH:7][C:6]=1[O:11][CH2:29][C:30]([O:32][CH3:33])=[O:31] |f:1.2.3|. Procedure: 2-(2-chloro-4-fluoro-5-methoxycarbonylaminophenoxy)phenol [Intermediate compound A9-4] is dissolved in N,N-dimethylformamide, then, potassium carbonate is added, and the mixture is stirred for 1 hour at room temperature. Then, methyl bromoacetate is added at room temperature. The mixture is stirred at 60° C. for 2 hours, poured into water, extracted with ethyl acetate, and the organic layer is washed with dilute hydrochloric acid and water, dried over magnesium sulfate and concentrated to obtain...